describe an organic reaction: reactants, conditions, products, and yield From a dataset of the Open Reaction Database (ORD), a public repository of structured organic reaction records. RXN SMILES: Cl[C:2]1[N:7]=[CH:6][C:5]([S:8]([N:11]2[CH2:20][CH2:19][C:18]3[C@:13]([CH2:31][N:32]4[CH2:36][CH2:35][C@H:34]([OH:37])[CH2:33]4)([CH2:14][C:15]4[CH:23]=[N:22][N:21]([C:24]5[CH:29]=[CH:28][C:27]([F:30])=[CH:26][CH:25]=5)[C:16]=4[CH:17]=3)[CH2:12]2)(=[O:10])=[O:9])=[CH:4][CH:3]=1.[F:38][C@@H:39]1[CH2:43][CH2:42][NH:41][CH2:40]1>>[F:30][C:27]1[CH:28]=[CH:29][C:24]([N:21]2[C:16]3[CH:17]=[C:18]4[C@:13]([CH2:31][N:32]5[CH2:36][CH2:35][C@H:34]([OH:37])[CH2:33]5)([CH2:14][C:15]=3[CH:23]=[N:22]2)[CH2:12][N:11]([S:8]([C:5]2[CH:6]=[N:7][C:2]([N:41]3[CH2:42][CH2:43][C@@H:39]([F:38])[CH2:40]3)=[CH:3][CH:4]=2)(=[O:10])=[O:9])[CH2:20][CH2:19]4)=[CH:25][CH:26]=1. Procedure details: The title compound was prepared by the method of Example 20 using (S)-1-[(S)-6-(6-chloropyridine-3-sulfonyl)-1-(4-fluorophenyl)-1,4,5,6,7,8-hexahydro-1,2,6-triaza-cyclopenta[b]naphthalene-4a-ylmethyl]-pyrrolidin-3-ol and (R)-3-fluoropyrrolidine. LCMS (Method G): 597 (M+H)+, Retention time 3.30 minutes. Product: FC1=CC=C(C=C1)N1N=CC2=C1C=C1CCN(C[C@]1(C2)CN2C[C@H](CC2)O)S(=O)(=O)C=2C=NC(=CC2)N2C[C@@H](CC2)F ((S)-1-{(S)-1-(4-Fluorophenyl)-6-[6-((R)-3-fluoro-pyrrolidin-1-yl)-pyridine-3-sulfonyl]-1,4,5,6,7,8-hexahydro-1,2,6-triaza-cyclopenta[b]naphthalene-4a-ylmethyl}-pyrrolidin-3-ol). Starting materials: ClC1=CC=C(C=N1)S(=O)(=O)N1C[C@]2(CC3=C(C=C2CC1)N(N=C3)C3=CC=C(C=C3)F)CN3C[C@H](CC3)O ((S)-1-[(S)-6-(6-chloropyridine-3-sulfonyl)-1-(4-fluorophenyl)-1,4,5,6,7,8-hexahydro-1,2,6-triaza-cyclopenta[b]naphthalene-4a-ylmethyl]-pyrrolidin-3-ol), F[C@H]1CNCC1 ((R)-3-fluoropyrrolidine). Starting materials: O (water), Cl.NO (Hydroxylamine hydrochloride), C1(=CC=CC=C1)C1=CN=C(O1)C=NN1C(NC(C1)=O)=O (1-[[[5-phenyl-2-oxazolyl]methylene]amino]-2,4-imidazolidinedione), Cl.NO (hydroxylamine hydrochloride), C (Darco). Run in C(C)(=O)O (acetic acid). The product is C1(=CC=CC=C1)C1=CN=C(O1)C=NO (5-Phenyl-2-oxazolecarboxaldehyde Oxime). As a reaction SMILES: Cl.N[OH:3].[C:4]1([C:10]2[O:14][C:13]([CH:15]=[N:16]N3CC(=O)NC3=O)=[N:12][CH:11]=2)[CH:9]=[CH:8][CH:7]=[CH:6][CH:5]=1.O.C>C(O)(=O)C>[C:4]1([C:10]2[O:14][C:13]([CH:15]=[N:16][OH:3])=[N:12][CH:11]=2)[CH:9]=[CH:8][CH:7]=[CH:6][CH:5]=1 |f:0.1|. Procedure: Hydroxylamine hydrochloride (54 g, 0.78 mole) and 1-[[[5-phenyl-2-oxazolyl]methylene]amino]-2,4-imidazolidinedione (105 g, 0.39 mole) were refluxed with stirring in a solution of water (100 ml) and glacial acetic acid (1.0 l.) for five hrs. An additional 54 g of hydroxylamine hydrochloride was added while the mixture was refluxed another five hrs. The hot solution was treated with Darco, filtered and poured into water (5.0 l.). The solid was again refluxed in a mixture of hydroxylamine hydrochlo... Starting materials: O=C([O-])O, CC(=O)Cl, CCOC(C)=O, COc1ccc(C(C)CN)cc1, [Na+], O. The product is COc1ccc(C(C)CNC(C)=O)cc1. Reaction SMILES: [C:14](=[O:15])([OH:16])[O-:17].[CH3:19][C:20]([Cl:21])=[O:22].[CH3:23][CH2:24][O:25][C:26](=[O:27])[CH3:28].[NH2:1][CH2:2][CH:3]([CH3:4])[c:5]1[cH:6][cH:7][c:8]([O:11][CH3:12])[cH:9][cH:10]1.[Na+:18].[OH2:13]>>[NH:1]([CH2:2][CH:3]([CH3:4])[c:5]1[cH:6][cH:7][c:8]([O:11][CH3:12])[cH:9][cH:10]1)[C:20]([CH3:19])=[O:22]. As a reaction SMILES: [CH3:18][CH2:19][O:20][CH2:21][CH3:22].[CH3:30][c:31]1[cH:32][cH:33][cH:34][cH:35][cH:36]1.[NH2:1][c:2]1[n:3][cH:4][c:5]([Cl:17])[cH:6][c:7]1[CH:8]=[CH:9][C:10](=[O:11])[O:12][C:13]([CH3:14])([CH3:15])[CH3:16].[OH:23][C:24]([C:25]([F:26])([F:27])[F:28])=[O:29]>>[NH2:1][c:2]1[n:3][cH:4][c:5]([Cl:17])[cH:6][c:7]1[CH:8]=[CH:9][C:10](=[O:11])[OH:12]. Product: Nc1ncc(Cl)cc1C=CC(=O)O. Reactants: CCOCC, Cc1ccccc1, CC(C)(C)OC(=O)C=Cc1cc(Cl)cnc1N, O=C(O)C(F)(F)F. Starting materials: CC1Cc2cc(Br)ccc2O1, ClC(Cl)Cl, O=S(=O)(O)Cl. The product is CC1Cc2cc(Br)cc(OS(=O)(=O)Cl)c2O1. RXN SMILES: [Br:6][c:7]1[cH:8][c:9]2[c:10]([cH:15][cH:16]1)[O:11][CH:12]([CH3:14])[CH2:13]2.[CH:17]([Cl:18])([Cl:19])[Cl:20].[Cl:1][S:2](=[O:3])(=[O:4])[OH:5]>>[Cl:1][S:2]([O:3][c:15]1[c:10]2[c:9]([cH:8][c:7]([Br:6])[cH:16]1)[CH2:13][CH:12]([CH3:14])[O:11]2)(=[O:4])=[O:5]. Procedure: To a solution of [4-(4-benzoylamino-phenyl)-6-chloro-3-methyl-naphthalen-2-yl]-acetic acid methyl ester (130 mg, 0.29 mmol) in ethanol (3 mL) and THF (3 mL) was added a solution of sodium hydroxide (879 uL, 1.0 N) at room temperature. The resulting clear solution was stirred overnight. The solvents were removed under vacuum and the residue was diluted with water (10 mL), acidified with 1.0 N hydrochloric acid, and extracted with ethyl acetate (2×20 mL). The combined organic extracts were washed ... The product is C(C1=CC=CC=C1)(=O)NC1=CC=C(C=C1)C1=C(C(=CC2=CC=C(C=C12)Cl)CC(=O)O)C ([4-(4-benzoylamino-phenyl)-6-chloro-3-methyl-naphthalen-2-yl]-acetic acid). Starting materials: COC(CC1=CC2=CC=C(C=C2C(=C1C)C1=CC=C(C=C1)NC(C1=CC=CC=C1)=O)Cl)=O ([4-(4-benzoylamino-phenyl)-6-chloro-3-methyl-naphthalen-2-yl]-acetic acid methyl ester), [OH-].[Na+] (sodium hydroxide). Yield: 92.2%. Reaction conditions: time 8 hour. Run in C(C)O (ethanol), C1CCOC1 (THF). Reaction SMILES: C[O:2][C:3](=[O:32])[CH2:4][C:5]1[C:14]([CH3:15])=[C:13]([C:16]2[CH:21]=[CH:20][C:19]([NH:22][C:23](=[O:30])[C:24]3[CH:29]=[CH:28][CH:27]=[CH:26][CH:25]=3)=[CH:18][CH:17]=2)[C:12]2[C:7](=[CH:8][CH:9]=[C:10]([Cl:31])[CH:11]=2)[CH:6]=1.[OH-].[Na+]>C(O)C.C1COCC1>[C:23]([NH:22][C:19]1[CH:18]=[CH:17][C:16]([C:13]2[C:12]3[C:7](=[CH:8][CH:9]=[C:10]([Cl:31])[CH:11]=3)[CH:6]=[C:5]([CH2:4][C:3]([OH:32])=[O:2])[C:14]=2[CH3:15])=[CH:21][CH:20]=1)(=[O:30])[C:24]1[CH:29]=[CH:28][CH:27]=[CH:26][CH:25]=1 |f:1.2|. Starting materials: ClC1=CC=C(C=C1)C1=CC(=NC(=C1)C(F)(F)F)I (4-(4-chloro-phenyl)-2-iodo-6-trifluoromethyl-pyridine), BrC=1C=C(C=CC1)B(O)O (3-bromo-benzene-boronic acid). Yields the product BrC=1C=C(C=CC1)C1=NC(=CC(=C1)C1=CC=C(C=C1)Cl)C(F)(F)F (2-(3-Bromo-phenyl)-4-(4-chloro-phenyl)-6-trifluoromethyl-pyridine), solid. Yield: 50.0%. RXN SMILES: [Cl:1][C:2]1[CH:7]=[CH:6][C:5]([C:8]2[CH:13]=[C:12]([C:14]([F:17])([F:16])[F:15])[N:11]=[C:10](I)[CH:9]=2)=[CH:4][CH:3]=1.[Br:19][C:20]1[CH:21]=[C:22](B(O)O)[CH:23]=[CH:24][CH:25]=1>>[Br:19][C:20]1[CH:25]=[C:24]([C:10]2[CH:9]=[C:8]([C:5]3[CH:6]=[CH:7][C:2]([Cl:1])=[CH:3][CH:4]=3)[CH:13]=[C:12]([C:14]([F:17])([F:16])[F:15])[N:11]=2)[CH:23]=[CH:22][CH:21]=1. Procedure details: The title compound was prepared from 4-(4-chloro-phenyl)-2-iodo-6-trifluoromethyl-pyridine (example A.50) (9 g, ca. 35% pure, ca. 8.2 mmol) and commercially available 3-bromo-benzene-boronic acid (1.80 g, 9 mmol) according to the general procedure IVb. Obtained as a white solid (1.7 g, 50%). MS (ISP) 412.0 [(M+H)+], 414.1 [(M+2+H)+] and 416.1 [(M+4+H)+]. Reactants: C1=CC(=CC=C1[N+](=O)[O-])O[C@H]2[C@@H]([C@H]([C@@H]([C@H](O2)CO)O)O)O (4-Nitrophenyl-beta-D-glucopyranoside). The solvent is C(C)(=O)[O-].[Na+] (sodium acetate), TWEEN® 20, C1=CC(=CC=C1[N+](=O)[O-])O[C@H]2[C@@H]([C@H]([C@@H]([C@H](O2)C(=O)O)O)O)O (pNPG), C1=CC(=CC=C1[N+](=O)[O-])O[C@H]2[C@@H]([C@H]([C@@H]([C@H](O2)C(=O)O)O)O)O (pNPG), CS(=O)C (DMSO). Run at time 20 minute. The product is O=C[C@H](O)[C@@H](O)[C@H](O)[C@H](O)CO (glucose). As a reaction SMILES: C1C([N+]([O-])=O)=CC=C([O:10][C@@H:11]2[O:16][C@H:15]([CH2:17][OH:18])[C@@H:14]([OH:19])[C@H:13]([OH:20])[C@H:12]2[OH:21])C=1>CS(C)=O.C([O-])(=O)C.[Na+].C1C([N+]([O-])=O)=CC=C(O[C@@H]2O[C@H](C(O)=O)[C@@H](O)[C@H](O)[C@H]2O)C=1>[O:10]=[CH:11][C@@H:12]([C@H:13]([C@@H:14]([C@@H:15]([CH2:17][OH:18])[OH:16])[OH:19])[OH:20])[OH:21] |f:2.3|. Procedure: Specific activity. 4-Nitrophenyl-beta-D-glucopyranoside (pNPG) was dissolved in DMSO to produce a 100 mM stock solution. Right before assay, the 100 mM pNPG stock solution was diluted 100-fold in 50 mM sodium acetate pH 5 with 0.01% TWEEN® 20 to 1 mM pNPG. Enzyme was diluted to a wide range of concentrations in the same buffer. To 20 μl of the enzyme dilutions (a range of concentration), 100 μl of the 1 mM pNPG solution were quickly added. The reaction was incubated at 40° C. for 20 minutes befo... Reactants: N1N=NN=C1C1=CC=C(C=C1)N ([4-(1H-tetrazol-5-yl)phenyl]amine), CN(C=O)C (dimethylformamide), N1=CC=CC=C1 (pyridine), ClC(=O)OC1=CC=C(C=C1)[N+](=O)[O-] (p-nitrophenyl chloroformate). Run in C(C)#N (acetonitrile). Run at time 8 hour. Yields the product N1N=NN=C1C1=CC=C(C=C1)NC(OC1=CC=C(C=C1)[N+](=O)[O-])=O ([4-(1H-tetrazol-5-yl)phenyl]carbamic acid, 4-nitrophenyl ester). Reaction SMILES: [NH:1]1[C:5]([C:6]2[CH:11]=[CH:10][C:9]([NH2:12])=[CH:8][CH:7]=2)=[N:4][N:3]=[N:2]1.CN(C)C=O.N1C=CC=CC=1.Cl[C:25]([O:27][C:28]1[CH:33]=[CH:32][C:31]([N+:34]([O-:36])=[O:35])=[CH:30][CH:29]=1)=[O:26]>C(#N)C>[NH:4]1[C:5]([C:6]2[CH:11]=[CH:10][C:9]([NH:12][C:25](=[O:26])[O:27][C:28]3[CH:29]=[CH:30][C:31]([N+:34]([O-:36])=[O:35])=[CH:32][CH:33]=3)=[CH:8][CH:7]=2)=[N:1][N:2]=[N:3]1. Procedure: A solution of [4-(1H-tetrazol-5-yl)phenyl]amine (0.97 g, 0.006 mol, prepared in sequence by the procedures described by W. G. Finnegan et al., J. Amer. Chem. Soc, 1958, 80, 3908 and McManus and Herbst, J. Amer. Chem. Soc,, 1959, 24, 1044) in acetonitrile (30 mL), dimethylformamide (7 mL) and pyridine (0.97 mL, 0.95 g, 0.012 mol) under argon at 0° C. was treated with p-nitrophenyl chloroformate (1.21 g, 0.006 mol) and stirred at room temperature overnight. The reaction mixture was concentrated in... Reactants: CCOC(C)=N, CCO, Cc1nc[nH]c1CSCCN. Product: CC(=N)NCCSCc1nc[nH]c1C. Reaction SMILES: [C:1]([CH3:2])([O:3][CH2:4][CH3:5])=[NH:6].[CH3:18][CH2:19][OH:20].[CH3:7][c:8]1[n:9][cH:10][nH:11][c:12]1[CH2:13][S:14][CH2:15][CH2:16][NH2:17]>>[C:1]([CH3:2])(=[NH:6])[NH:17][CH2:16][CH2:15][S:14][CH2:13][c:12]1[c:8]([CH3:7])[nH:9][cH:10][n:11]1.